describe an organic reaction: reactants, conditions, products, and yield From a dataset of the Open Reaction Database (ORD), a public repository of structured organic reaction records. The reactants are NCCSCc1ccncc1Br, O=C(NC(=NCCSCc1ncccc1Br)NCCSCc1ncccc1Br)c1ccccc1, c1ccncc1. The product is N=C(NCCSCc1ncccc1Br)NCCSCc1ncccc1Br. RXN SMILES: [Br:1][c:2]1[cH:3][n:4][cH:5][cH:6][c:7]1[CH2:8][S:9][CH2:10][CH2:11][NH2:12].[C:13](=[O:14])([c:15]1[cH:16][cH:17][cH:18][cH:19][cH:20]1)[NH:21][C:22](=[N:23][CH2:24][CH2:25][S:26][CH2:27][c:28]1[n:29][cH:30][cH:31][cH:32][c:33]1[Br:34])[NH:35][CH2:36][CH2:37][S:38][CH2:39][c:40]1[n:41][cH:42][cH:43][cH:44][c:45]1[Br:46].[cH:47]1[cH:48][cH:49][n:50][cH:51][cH:52]1>>[NH:21]=[C:22]([NH:23][CH2:24][CH2:25][S:26][CH2:27][c:28]1[n:29][cH:30][cH:31][cH:32][c:33]1[Br:34])[NH:35][CH2:36][CH2:37][S:38][CH2:39][c:40]1[n:41][cH:42][cH:43][cH:44][c:45]1[Br:46]. Reactants: C1(=CC=C(C=C1)S(=O)(=O)NC(=S)N)C (4-toluenesulfonyl-thiourea), BrCC(=O)C1=CC(=C(C=C1)O)C (2-bromo-1-(4-hydroxy-3-methyl-phenyl)-ethanone). Solvent: C(C)O (ethanol). Reaction conditions: time 3 day. Yields the product OC1=C(C=C(C=C1)C=1N=C(SC1)NS(=O)(=O)C1=CC=C(C=C1)C)C (N-[4-(4-hydroxy-3-methyl-phenyl)-thiazol-2-yl]-4-methyl-benzenesulfonamide). Yield: 24.8%. As a reaction SMILES: [C:1]1([CH3:14])[CH:6]=[CH:5][C:4]([S:7]([NH:10][C:11]([NH2:13])=[S:12])(=[O:9])=[O:8])=[CH:3][CH:2]=1.Br[CH2:16][C:17]([C:19]1[CH:24]=[CH:23][C:22]([OH:25])=[C:21]([CH3:26])[CH:20]=1)=O>C(O)C>[OH:25][C:22]1[CH:23]=[CH:24][C:19]([C:17]2[N:13]=[C:11]([NH:10][S:7]([C:4]3[CH:3]=[CH:2][C:1]([CH3:14])=[CH:6][CH:5]=3)(=[O:9])=[O:8])[S:12][CH:16]=2)=[CH:20][C:21]=1[CH3:26]. Reported procedure: A solution of 26 g of 4-toluenesulfonyl-thiourea in 225 ml of ethanol was treated with 25.9 g of 2-bromo-1-(4-hydroxy-3-methyl-phenyl)-ethanone, left to stand at room temperature for 3 days and then boiled for a brief period. The reaction mixture was evaporated to dryness in a vacuum and subsequently partitioned between water and ethyl acetate. The aqueous phase was extracted once with ethyl acetate, the organic phases were combined, dried with sodium sulphate and concentrated. The residue was c... The reactants are NC=1C(=NC=NC1Cl)Cl (5-amino-4,6-dichloropyrimidine), NC1=CC=C(C#N)C=C1 (4-aminobenzonitrile). The solvent is C(CCC)O (n-butanol). Yields the product NC=1C(=NC=NC1Cl)NC1=CC=C(C=C1)C#N (5-Amino-6-chloro-4-(4-cyanophenyl)aminopyrimidine). Yield: 60.2%. RXN SMILES: [NH2:1][C:2]1[C:3]([Cl:9])=[N:4][CH:5]=[N:6][C:7]=1Cl.[NH2:10][C:11]1[CH:18]=[CH:17][C:14]([C:15]#[N:16])=[CH:13][CH:12]=1>C(O)CCC>[NH2:1][C:2]1[C:7]([NH:10][C:11]2[CH:18]=[CH:17][C:14]([C:15]#[N:16])=[CH:13][CH:12]=2)=[N:6][CH:5]=[N:4][C:3]=1[Cl:9]. Reported procedure: A solution of 5-amino-4,6-dichloropyrimidine (7.00 g, 42.7 mmol) and 4-aminobenzonitrile (5.04 g, 42.7 mmol) in n-butanol (130 ml) was heated at reflux for 16 hours. After cooling the mixture the solid which precipitated out was filtered off, and partitioned between dichloromethane (500 ml) and saturated aqueous sodium bicarbonate. The organic phase was dried (MgSO4) and concentrated under reduced pressure to give the title compound (6.31 g, 60%).